This data is from the Open Reaction Database (ORD), a public repository of structured organic reaction records. The task is: describe an organic reaction: reactants, conditions, products, and yield Starting materials: CO, CN(CCCl)Cc1ccc(-c2cc3nccc(Oc4ccc([N+](=O)[O-])cc4F)c3s2)cc1, Cl[Sn]Cl. Product: CN(CCCl)Cc1ccc(-c2cc3nccc(Oc4ccc(N)cc4F)c3s2)cc1. As a reaction SMILES: [CH3:36][OH:37].[Cl:1][CH2:2][CH2:3][N:4]([CH3:5])[CH2:6][c:7]1[cH:8][cH:9][c:10](-[c:13]2[cH:14][c:15]3[n:16][cH:17][cH:18][c:19]([O:22][c:23]4[c:24]([F:32])[cH:25][c:26]([N+:29]([O-:30])=[O:31])[cH:27][cH:28]4)[c:20]3[s:21]2)[cH:11][cH:12]1.[Sn:33]([Cl:34])[Cl:35]>>[Cl:1][CH2:2][CH2:3][N:4]([CH3:5])[CH2:6][c:7]1[cH:8][cH:9][c:10](-[c:13]2[cH:14][c:15]3[n:16][cH:17][cH:18][c:19]([O:22][c:23]4[c:24]([F:32])[cH:25][c:26]([NH2:29])[cH:27][cH:28]4)[c:20]3[s:21]2)[cH:11][cH:12]1. The reactants are C(O)([O-])=O.[Na+] (sodium hydrogen carbonate), Cl (hydrochloride), NO (hydroxylamine), Cl (hydrochloride), NC1C(N2C1SCC1=C2C(OC1O)=O)=O (6-amino-1,4,5a,6-tetrahydro-3-hydroxy-1,7-dioxo-3H,7H-azeto[2,1-b]furo[3,4-d][1,3]thiazin), Cl (hydrochloride), NO (hydroxylamine). Solvent: O (water). Run at time 8 hour. Product: NC1[C@@H]2N(C(=C(CS2)C=NO)C(=O)O)C1=O (7-Amino-3-[(hydroxyimino)methyl]-3-cephem-4-carboxylic acid). RXN SMILES: Cl.[NH2:2][OH:3].[NH2:4][CH:5]1[CH:8]2[S:9][CH2:10][C:11]3[CH:15](O)[O:14][C:13](=[O:17])[C:12]=3[N:7]2[C:6]1=[O:18].C(=O)([O-])O.[Na+]>O>[NH2:4][CH:5]1[C:6](=[O:18])[N:7]2[C:12]([C:13]([OH:14])=[O:17])=[C:11]([CH:15]=[N:2][OH:3])[CH2:10][S:9][C@H:8]12 |f:3.4|. Reported procedure: A solution of 1.26 g of the hydrochloride of hydroxylamine in 7.5 ml of water is treated under stirring at 0° with 4.74 g of the hydrochloride of 6-amino-1,4,5a,6-tetrahydro-3-hydroxy-1,7-dioxo-3H,7H-azeto[2,1-b]furo[3,4-d][1,3]thiazin and stirred for ca. 8 hours at 0° under nitrogen. The pH of the reaction mixture is adjusted to 3.5 using solid sodium hydrogen carbonate. 7-Amino-3-[(hydroxy-imino)methyl]-3-cephem-4-carboxylic acid precipitates in form of colourless crystals, which are filtered ... Starting materials: ClC1=C(C=CC(=C1)Cl)C[N+]#[C-] ((2,4-dichlorophenyl)methyl isocyanide), C(CCC(=O)C)(=O)O (levulinic acid), C1(CC1)N (cyclopropylamine), CO (methanol). Run at temperature 100 celsius. The product is C1(CC1)N1[C@](C(=O)NCC2=C(C=C(C=C2)Cl)Cl)(CCC1=O)C (1-cyclopropyl-N-[(2,4-dichlorophenyl)methyl]-2-methyl-5-oxoprolinamide). As a reaction SMILES: [Cl:1][C:2]1[CH:7]=[C:6]([Cl:8])[CH:5]=[CH:4][C:3]=1[CH2:9][N+:10]#[C-:11].[C:12]([OH:19])(=O)[CH2:13][CH2:14][C:15]([CH3:17])=O.[CH:20]1([NH2:23])[CH2:22][CH2:21]1.C[OH:25]>>[CH:20]1([N:23]2[C:12](=[O:19])[CH2:13][CH2:14][C@@:15]2([CH3:17])[C:11]([NH:10][CH2:9][C:3]2[CH:4]=[CH:5][C:6]([Cl:8])=[CH:7][C:2]=2[Cl:1])=[O:25])[CH2:22][CH2:21]1. Reported procedure: To a solution of (2,4-dichlorophenyl)methyl isocyanide (0.047 g, 0.25 mmol) and levulinic acid (0.041 ml, 0.4 mmol) in methanol (2 ml) was added cyclopropylamine (0.042 ml, 0.6 mmol). The mixture was heated to 100° C. for 30 minutes in a microwave reactor. The solvent was removed in vacuo and the residue was purified by mass-directed automated HPLC to give 1-cyclopropyl-N-[(2,4-dichlorophenyl)methyl]-2-methyl-5-oxoprolinamide (0.054 g) as a white solid. The reactants are C1CCOC1, COC(=O)c1cc2[nH]cnc2c(F)c1Nc1ccccc1Cl, Cc1ccc(S(=O)(=O)O)cc1, CO, O=C1CCC(=O)N1Br, O. Yields the product COC(=O)c1cc2[nH]cnc2c(F)c1Nc1ccc(Br)cc1Cl. Reaction SMILES: [CH2:43]1[O:44][CH2:45][CH2:46][CH2:47]1.[CH3:1][O:2][C:3](=[O:4])[c:5]1[cH:6][c:7]2[c:8]([n:9][cH:10][nH:11]2)[c:12]([F:22])[c:13]1[NH:14][c:15]1[c:16]([Cl:21])[cH:17][cH:18][cH:19][cH:20]1.[CH3:23][c:24]1[cH:25][cH:26][c:27]([S:28]([OH:29])(=[O:30])=[O:31])[cH:32][cH:33]1.[CH3:48][OH:49].[O:35]=[C:36]1[N:37]([Br:42])[C:38](=[O:39])[CH2:40][CH2:41]1.[OH2:34]>>[CH3:1][O:2][C:3](=[O:4])[c:5]1[cH:6][c:7]2[c:8]([n:9][cH:10][nH:11]2)[c:12]([F:22])[c:13]1[NH:14][c:15]1[c:16]([Cl:21])[cH:17][c:18]([Br:42])[cH:19][cH:20]1. Starting materials: ClC=1C=CC2=C(NC(C3=C(N2)C=CC(=C3)OC)=O)C1 (8-Chloro-2-methoxy-5,10-dihydro-dibenzo[b,e][1,4]diazepine-11-one), N1CCNCC1 (piperazine). Product: ClC=1C=CC2=C(N=C(C3=C(N2)C=CC(=C3)OC)N3CCNCC3)C1 (8-Chloro-2-methoxy-11-(piperazin-1-yl)-5H-dibenzo[b,e][1,4]diazepine). The yield is 55.4%. Reported procedure: 8-Chloro-2-methoxy-5,10-dihydro-dibenzo[b,e][1,4]diazepine-11-one (28 mg, 0.1 mmol) and piperazine (86 mg, 1.0 mmol) were reacted according to GP4 to give 19 mg of the title compound (160FE20A). MS (ESI) 342 (MH+). Purity for MH+ (UV/MS) 99/100. RXN SMILES: [Cl:1][C:2]1[CH:3]=[CH:4][C:5]2[NH:11][C:10]3[CH:12]=[CH:13][C:14]([O:16][CH3:17])=[CH:15][C:9]=3[C:8](=O)[NH:7][C:6]=2[CH:19]=1.[NH:20]1[CH2:25][CH2:24][NH:23][CH2:22][CH2:21]1>>[Cl:1][C:2]1[CH:3]=[CH:4][C:5]2[NH:11][C:10]3[CH:12]=[CH:13][C:14]([O:16][CH3:17])=[CH:15][C:9]=3[C:8]([N:20]3[CH2:25][CH2:24][NH:23][CH2:22][CH2:21]3)=[N:7][C:6]=2[CH:19]=1.